Dataset: the Open Reaction Database (ORD), a public repository of structured organic reaction records. Task: describe an organic reaction: reactants, conditions, products, and yield Reactants: Cc1cc(Br)ccc1-c1ccnn1C, CC[N+](CC)(CC)CC, CC(C)[Si](Sc1cccc(C2(C(N)=O)CCOCC2)c1)(C(C)C)C(C)C, [Cl-], [Cs+], [F-], c1ccc(P(c2ccccc2)c2ccccc2Oc2ccccc2P(c2ccccc2)c2ccccc2)cc1. Yields the product Cc1cc(Sc2cccc(C3(C(N)=O)CCOCC3)c2)ccc1-c1ccnn1C. As a reaction SMILES: [Br:66][c:67]1[cH:68][c:69]([CH3:79])[c:70](-[c:73]2[cH:74][cH:75][n:76][n:77]2[CH3:78])[cH:71][cH:72]1.[CH2:83]([N+:84]([CH2:85][CH3:86])([CH2:87][CH3:88])[CH2:89][CH3:90])[CH3:91].[CH:1]([Si:2]([CH:3]([CH3:4])[CH3:21])([S:5][c:6]1[cH:7][c:8]([C:12]2([C:18](=[O:19])[NH2:20])[CH2:13][CH2:14][O:15][CH2:16][CH2:17]2)[cH:9][cH:10][cH:11]1)[CH:22]([CH3:23])[CH3:24])([CH3:25])[CH3:26].[Cl-:82].[Cs+:81].[F-:80].[O:27]([c:28]1[cH:29][cH:30][cH:31][cH:32][c:33]1[P:34]([c:35]1[cH:36][cH:37][cH:38][cH:39][cH:40]1)[c:41]1[cH:42][cH:43][cH:44][cH:45][cH:46]1)[c:47]1[cH:48][cH:49][cH:50][cH:51][c:52]1[P:53]([c:54]1[cH:55][cH:56][cH:57][cH:58][cH:59]1)[c:60]1[cH:61][cH:62][cH:63][cH:64][cH:65]1>>[S:5]([c:6]1[cH:7][c:8]([C:12]2([C:18](=[O:19])[NH2:20])[CH2:13][CH2:14][O:15][CH2:16][CH2:17]2)[cH:9][cH:10][cH:11]1)[c:67]1[cH:68][c:69]([CH3:79])[c:70](-[c:73]2[cH:74][cH:75][n:76][n:77]2[CH3:78])[cH:71][cH:72]1. Starting materials: ClC(C1OC2=C(C(O1)C(Cl)(Cl)Cl)C=C(C=C2)C(=O)Cl)(Cl)Cl (2,4-bis(trichloromethyl)benzo[1,3]dioxin-6-carbonyl chloride), ClC(CO)(Cl)Cl (2,2,2-trichloroethanol), O (water). Product: ClC(C1OC2=C(C(O1)C(Cl)(Cl)Cl)C=C(C=C2)C(=O)OCC(Cl)(Cl)Cl)(Cl)Cl (2,2,2-trichloroethyl 2,4-bis(trichloromethyl)benzo[1,3]dioxin-6-carboxylate). As a reaction SMILES: [Cl:1][C:2]([Cl:21])([Cl:20])[CH:3]1[O:8][CH:7]([C:9]([Cl:12])([Cl:11])[Cl:10])[C:6]2[CH:13]=[C:14]([C:17](Cl)=[O:18])[CH:15]=[CH:16][C:5]=2[O:4]1.[Cl:22][C:23]([Cl:27])([Cl:26])[CH2:24]O.[OH2:28]>>[Cl:21][C:2]([Cl:1])([Cl:20])[CH:3]1[O:8][CH:7]([C:9]([Cl:10])([Cl:11])[Cl:12])[C:6]2[CH:13]=[C:14]([C:17]([O:18][CH2:24][C:23]([Cl:27])([Cl:26])[Cl:22])=[O:28])[CH:15]=[CH:16][C:5]=2[O:4]1. Reported procedure: A mixture of 2,4-bis(trichloromethyl)benzo[1,3]dioxin-6-carbonyl chloride (5.0 g.) and 2,2,2-trichloroethanol (25 ml.) was warmed on a steam bath for 2 hours. The reaction mixture was cooled, and water was added to produce a white precipitate which was filtered off and crystallised from a mixture of ether and petroleum ether (b.p. 60°-80° C.) to give 2,2,2-trichloroethyl 2,4-bis(trichloromethyl)benzo[1,3]dioxin-6-carboxylate, m.p. 129°-130° C. The reactants are CO, C[O-], N#Cc1cc(C(=O)C(Cl)(Cl)Cl)c[nH]1, [Na+]. The product is COC(=O)c1c[nH]c(C#N)c1. As a reaction SMILES: [CH3:17][OH:18].[CH3:1][O-:2].[Cl:4][C:5]([Cl:6])([Cl:7])[C:15]([c:8]1[cH:9][c:10]([C:13]#[N:14])[nH:11][cH:12]1)=[O:16].[Na+:3]>>[C:1](=[O:2])([c:8]1[cH:9][c:10]([C:13]#[N:14])[nH:11][cH:12]1)[O:18][CH3:17]. RXN SMILES: C([O:3][C:4]([C:6]1[NH:7][C:8]([C:12]#[N:13])=[N:9][C:10]=1[CH3:11])=[O:5])C.Br[CH2:15][C:16]1[CH:20]=[C:19]([C:21]2[S:22][C:23]([Cl:26])=[CH:24][CH:25]=2)[O:18][N:17]=1.C([O-])([O-])=[O:28].[K+].[K+]>CN(C=O)C.[Cl-].[Na+].O>[C:12]([C:8]1[N:7]([CH2:15][C:16]2[CH:20]=[C:19]([C:21]3[S:22][C:23]([Cl:26])=[CH:24][CH:25]=3)[O:18][N:17]=2)[C:6]([C:4]([OH:3])=[O:5])=[C:10]([CH3:11])[N:9]=1)(=[O:28])[NH2:13] |f:2.3.4,6.7.8|. Conditions: time 5 hour. Reactants: C(C)OC(=O)C=1NC(=NC1C)C#N (2-Cyano-5-methyl-3H-imidazole-4-carboxylic acid ethyl ester), BrCC1=NOC(=C1)C=1SC(=CC1)Cl (3-Bromomethyl-5-(5-chloro-thiophen-2-yl)-isoxazole), C(=O)([O-])[O-].[K+].[K+] (K2CO3). Reported procedure: A suspension of 194 mg 2-Cyano-5-methyl-3H-imidazole-4-carboxylic acid ethyl ester, 301 mg 3-Bromomethyl-5-(5-chloro-thiophen-2-yl)-isoxazole and 150 mg K2CO3 in 2 ml DMF was stirred for 5 h at RT. After addition of 2 ml brine the mixture was filtered through a chem elut® cartridge by elution with ethyl acetate and then concentrated under reduced pressure. The residue was then dissolved in 5 ml THF/MeOH/water 3:1:1 and treated with 30 mg LiOH monohydrate at RT. Then the solvent was removed under... Solvent: CN(C)C=O (DMF), [Cl-].[Na+].O (brine). Product: C(N)(=O)C1=NC(=C(N1CC1=NOC(=C1)C=1SC(=CC1)Cl)C(=O)O)C (2-Carbamoyl-3-[5-(5-chloro-thiophen-2-yl)-isoxazol-3-ylmethyl]-5-methyl-3H-imidazole-4-carboxylic acid).